This data is from the Open Reaction Database (ORD), a public repository of structured organic reaction records. The task is: describe an organic reaction: reactants, conditions, products, and yield Starting materials: FC1C(NC(NC1OC(C)C)=O)=O (5-fluoro-6-isopropoxy-5,6-dihydrouracil), Cl (HCl). Product: FC=1C(NC(NC1)=O)=O (5-fluorouracil). Isolated yield 74.9%. As a reaction SMILES: [F:1][CH:2]1[CH:7](OC(C)C)[NH:6][C:5](=[O:12])[NH:4][C:3]1=[O:13].Cl>>[F:1][C:2]1[C:3](=[O:13])[NH:4][C:5](=[O:12])[NH:6][CH:7]=1. Reported procedure: 0.41 g of 5-fluoro-6-isopropoxy-5,6-dihydrouracil was placed in a reflux flask and then 1 ml of concentrated HCl was added to the flask. Precipitation of a solid occurred a few minutes after reaching reflux conditions, yielding 0.21 g of 5-fluorouracil. Starting materials: ClC=1C=CC2=C(C(=NCC(N2CCO)=O)C2=C(C=CC=C2)F)C1 (7-chloro-1-(2-hydroxyethyl)-5-(2-fluorophenyl)-1,3-dihyrdo-2H-1,4-benzodiazepin-2-one), stannic chloride, [OH-].[NH4+] (ammonium hydroxide), C1CO1 (ethylene oxide). Run in ClCCCl (1,2-dichloro ethane). Run at time 20 minute. The product is ClC=1C=CC2=C(C3(N(CC(N2CCO)=O)CCO3)C3=C(C=CC=C3)F)C1 (10-Chloro-11b-(2-fluorophenyl)-7-(2-hydroxyethyl)-2,3,5,11b-tetrahydrooxazolo[3,2-d][1,4]benzodiazepin-6(7H)-one). As a reaction SMILES: [Cl:1][C:2]1[CH:3]=[CH:4][C:5]2[N:11]([CH2:12][CH2:13][OH:14])[C:10](=[O:15])[CH2:9][N:8]=[C:7]([C:16]3[CH:21]=[CH:20][CH:19]=[CH:18][C:17]=3[F:22])[C:6]=2[CH:23]=1.[CH2:24]1[O:26][CH2:25]1.[OH-].[NH4+]>ClCCCl>[Cl:1][C:2]1[CH:3]=[CH:4][C:5]2[N:11]([CH2:12][CH2:13][OH:14])[C:10](=[O:15])[CH2:9][N:8]3[CH2:24][CH2:25][O:26][C:7]3([C:16]3[CH:21]=[CH:20][CH:19]=[CH:18][C:17]=3[F:22])[C:6]=2[CH:23]=1 |f:2.3|. Reported procedure: A solution of 3.3 g (0.01 M) of 7-chloro-1-(2-hydroxyethyl)-5-(2-fluorophenyl)-1,3-dihyrdo-2H-1,4-benzodiazepin-2-one in 40 ml of 1,2-dichloro ethane under nitrogen was treated with 5.2 g (0.02 M) of stannic chloride with stirring. After 20 min, the mixture was cooled in an ice bath and 2.6 g (0.06 M) of ethylene oxide was added. After 1 hr at room temperature, the reaction mixture was made basic with ammonium hydroxide and filtered. The precipitate was washed with dichloromethane, and the combi... Reactants: CC(C)(C)OCC(CC1(O)CCN(C(=O)OC(C)(C)C)CC1)OCc1ccccc1, CC#N, [Ce], O=[N+]([O-])[O-], [NH4+]. The product is CC(C)(C)OC(=O)N1CCC(O)(CC(CO)OCc2ccccc2)CC1. As a reaction SMILES: [CH2:1]([c:2]1[cH:3][cH:4][cH:5][cH:6][cH:7]1)[O:8][CH:9]([CH2:10][C:11]1([OH:24])[CH2:12][CH2:13][N:14]([C:17](=[O:18])[O:19][C:20]([CH3:21])([CH3:22])[CH3:23])[CH2:15][CH2:16]1)[CH2:25][O:26][C:27]([CH3:28])([CH3:29])[CH3:30].[CH3:37][C:38]#[N:39].[Ce:36].[N+:31]([O-:32])([O-:33])=[O:34].[NH4+:35]>>[CH2:1]([c:2]1[cH:3][cH:4][cH:5][cH:6][cH:7]1)[O:8][CH:9]([CH2:10][C:11]1([OH:24])[CH2:12][CH2:13][N:14]([C:17](=[O:18])[O:19][C:20]([CH3:21])([CH3:22])[CH3:23])[CH2:15][CH2:16]1)[CH2:25][OH:26]. Starting materials: [OH-].[Na+] (NaOH), FC1=C(C=C(C=C1)C)NC(=O)NC1=CC=C(OC2=CC(=NC=C2)C=2C=C(SC2)C(=O)OC)C=C1 (methyl 4-{4-[4-({[(2-fluoro-5-methylphenyl)amino]carbonyl}amino)phenoxy]pyridin-2-yl}thiophene-2-carboxylate), Cl (HCl). Solvent: O (water), solvents—THF MeOH. Reaction conditions: temperature 66 celsius. The product is FC1=C(C=C(C=C1)C)NC(=O)NC1=CC=C(OC2=CC(=NC=C2)C=2C=C(SC2)C(=O)O)C=C1 (4-{4-[4-({[(2-fluoro-5-methylphenyl)amino]carbonyl}amino)phenoxy]pyridin-2-yl}thiophene-2-carboxylic acid). Reaction SMILES: [F:1][C:2]1[CH:7]=[CH:6][C:5]([CH3:8])=[CH:4][C:3]=1[NH:9][C:10]([NH:12][C:13]1[CH:34]=[CH:33][C:16]([O:17][C:18]2[CH:23]=[CH:22][N:21]=[C:20]([C:24]3[CH:25]=[C:26]([C:29]([O:31]C)=[O:30])[S:27][CH:28]=3)[CH:19]=2)=[CH:15][CH:14]=1)=[O:11].[OH-].[Na+].Cl>O>[F:1][C:2]1[CH:7]=[CH:6][C:5]([CH3:8])=[CH:4][C:3]=1[NH:9][C:10]([NH:12][C:13]1[CH:14]=[CH:15][C:16]([O:17][C:18]2[CH:23]=[CH:22][N:21]=[C:20]([C:24]3[CH:25]=[C:26]([C:29]([OH:31])=[O:30])[S:27][CH:28]=3)[CH:19]=2)=[CH:33][CH:34]=1)=[O:11] |f:1.2|. Procedure: To a stirred solution of methyl 4-{4-[4-({[(2-fluoro-5-methylphenyl)amino]carbonyl}amino)phenoxy]pyridin-2-yl}thiophene-2-carboxylate (550 mg, 1.15 mmol) in a mixture of solvents—THF/MeOH (20 ml/20 ml) was added 1 ml of 5M NaOH (5 mmol) solution. The mixture was heated in a 66° C. bath for 2 hours, cooled to room temperature and poured into 200 ml of water. 2M HCl was added until pH=5. The resulting precipitates were filtered, washed with water, and dried in vacuo to give 4-{4-[4-({[(2-fluoro-5-... Product: ClC=1C=CC=2C(C1)=NC=1C2OC2=C(N(C1NCCCN(C)C)C)C=CC=C2 (3-chloro-6-{[3-(dimethylamino)propyl]amino}-7-methyl-7H-indolo[3,2-b][1,5]benzoxazepine). The reactants are ClC1=CC=C2C(=C1)NC1=C2OC2=C(N(C1=O)C)C=CC=C2 (3-chloro-7-methyl-7H-indolo[3,2-b][1,5]benzoxazepine-6(5H)-one), P(Cl)(Cl)(Cl)(Cl)Cl (phosphorous pentachloride), CN(CCCN)C (3-dimethylaminopropylamine). RXN SMILES: [Cl:1][C:2]1[CH:7]=[C:6]2[NH:8][C:9]3[C:15](=O)[N:14]([CH3:17])[C:13]4[CH:18]=[CH:19][CH:20]=[CH:21][C:12]=4[O:11][C:10]=3[C:5]2=[CH:4][CH:3]=1.P(Cl)(Cl)(Cl)(Cl)Cl.[CH3:28][N:29]([CH3:34])[CH2:30][CH2:31][CH2:32][NH2:33]>>[Cl:1][C:2]1[CH:3]=[CH:4][C:5]2[C:6](=[N:8][C:9]3[C:10]=2[O:11][C:12]2[CH:21]=[CH:20][CH:19]=[CH:18][C:13]=2[N:14]([CH3:17])[C:15]=3[NH:33][CH2:32][CH2:31][CH2:30][N:29]([CH3:34])[CH3:28])[CH:7]=1. Reported procedure: In the same way as described in example 1, 3-chloro-7-methyl-7H-indolo[3,2-b][1,5]benzoxazepine-6(5H)-one, phosphorous pentachloride and 3-dimethylaminopropylamine were reacted and the crude product recrystallized from acetonitrile for analysis, mp. 156°-7°.